Dataset: the Open Reaction Database (ORD), a public repository of structured organic reaction records. Task: describe an organic reaction: reactants, conditions, products, and yield The reactants are COc1cccc([N+](=O)[O-])c1S(=O)(=O)N=CN(C)C, ClCCl. As a reaction SMILES: [CH3:1][N:2]([CH:3]=[N:4][S:5](=[O:6])(=[O:7])[c:8]1[c:9]([N+:16](=[O:17])[O-:18])[cH:10][cH:11][cH:12][c:13]1[O:14][CH3:15])[CH3:19].[Cl:20][CH2:21][Cl:22]>>[CH3:1][N:2]([CH:3]=[N:4][S:5](=[O:6])(=[O:7])[c:8]1[c:9]([N+:16](=[O:17])[O-:18])[cH:10][cH:11][cH:12][c:13]1[OH:14])[CH3:19]. Yields the product CN(C)C=NS(=O)(=O)c1c(O)cccc1[N+](=O)[O-]. The product is C(C(=C)C)(=O)OCCCCCCCCCCCC.C(\C=C\C)(=O)O (lauryl methacrylate crotonic acid). Run at temperature 90 celsius, time 3 hour. Procedure: To the above solvent, a mixture of 200 g of lauryl methacrylate, 3 g of crotonic acid and 1 g of benzoyl peroxide was added dropwise at a constant speed over a period of 2 hours, followed by stirring at 90° C. for 3 hours to complete the polymerization reaction. Thus, lauryl methacrylate - crotonic acid copolymer was obtained. As a reaction SMILES: [C:1]([O:6][CH2:7][CH2:8][CH2:9][CH2:10][CH2:11][CH2:12][CH2:13][CH2:14][CH2:15][CH2:16][CH2:17][CH3:18])(=[O:5])[C:2]([CH3:4])=[CH2:3].[C:19]([OH:24])(=[O:23])/[CH:20]=[CH:21]/[CH3:22].C(OOC(=O)C1C=CC=CC=1)(=O)C1C=CC=CC=1>>[C:1]([O:6][CH2:7][CH2:8][CH2:9][CH2:10][CH2:11][CH2:12][CH2:13][CH2:14][CH2:15][CH2:16][CH2:17][CH3:18])(=[O:5])[C:2]([CH3:4])=[CH2:3].[C:19]([OH:24])(=[O:23])/[CH:20]=[CH:21]/[CH3:22] |f:3.4|. The reactants are C(C(=C)C)(=O)OCCCCCCCCCCCC (lauryl methacrylate), C(\C=C\C)(=O)O (crotonic acid), C(C1=CC=CC=C1)(=O)OOC(C1=CC=CC=C1)=O (benzoyl peroxide). Starting materials: FC1=C(C=CC=C1F)C(CO[C@H](C(F)(F)F)C=C)=NO ((S)-1-(2,3-difluorophenyl)-2-((1,1,1-trifluorobut-3-en-2-yl)oxy)ethanone oxime), C1(O)=CC=C(O)C=C1 (hydroquinone). Run in xylenes. Run at temperature 140 celsius. Product: FC1=C(C=CC=C1F)C12NOCC1[C@H](OC2)C(F)(F)F ((4S)-6a-(2,3-difluorophenyl)-4-(trifluoromethyl)hexahydrofuro[3,4-c]isoxazole). The yield is 77.1%. RXN SMILES: [F:1][C:2]1[C:7]([F:8])=[CH:6][CH:5]=[CH:4][C:3]=1[C:9](=[N:19][OH:20])[CH2:10][O:11][C@@H:12]([CH:17]=[CH2:18])[C:13]([F:16])([F:15])[F:14].C1(C=CC(O)=CC=1)O>>[F:1][C:2]1[C:7]([F:8])=[CH:6][CH:5]=[CH:4][C:3]=1[C:9]12[CH2:10][O:11][C@H:12]([C:13]([F:15])([F:16])[F:14])[CH:17]1[CH2:18][O:20][NH:19]2. Procedure: (S)-1-(2,3-difluorophenyl)-2-((1,1,1-trifluorobut-3-en-2-yl)oxy)ethanone oxime (4.10 g) was dissolved in xylenes (40 mL) and hydroquinone (380 mg) was added. The reaction mixture was heated to reflux (heating block temperature 140° C.) for 20 h, then cooled and evaporated. The residue was purified by silica gel column chromatography (1% to 25% EtOAc in hexanes) to obtain the title compound (3.16 g). 1H NMR (400 MHz, CDCl3) δ ppm 3.77 (br. s., 1H), 3.99-4.16 (m, 1H), 4.16-4.22 (m, 1H), 4.22-4.44 ... Starting materials: ON1N=NC=C1 (1-hydroxy-1,2,3-triazole), CN(C(=O)Cl)C1=CC=CC=C1 (N-methyl-N-phenylcarbamoyl chloride), crude product. Solvent: CCOC(=O)C.CCCCCCC (EtOAc heptane). Yields the product N1(N=NC=C1)OC(N(C1=CC=CC=C1)C)=O (Methyl-phenyl-carbamic acid [1,2,3]triazol-1-yl ester). RXN SMILES: [OH:1][N:2]1[CH:6]=[CH:5][N:4]=[N:3]1.[CH3:7][N:8]([C:12]1[CH:17]=[CH:16][CH:15]=[CH:14][CH:13]=1)[C:9](Cl)=[O:10]>CCOC(C)=O.CCCCCCC>[N:2]1([O:1][C:9](=[O:10])[N:8]([CH3:7])[C:12]2[CH:17]=[CH:16][CH:15]=[CH:14][CH:13]=2)[CH:6]=[CH:5][N:4]=[N:3]1 |f:2.3|. Procedure: The title compound was prepared from 1-hydroxy-1,2,3-triazole and N-methyl-N-phenylcarbamoyl chloride. The crude product was subjected to flash chromatography (Quad flash 25, EtOAc-heptane) (80%, oil). HPLC-MS m/z=219.1 (M+1), Rt: 2.50 min. Mp 105-106° C.